Dataset: the Open Reaction Database (ORD), a public repository of structured organic reaction records. Task: describe an organic reaction: reactants, conditions, products, and yield Starting materials: C1=CN(C(=O)NC1=O)[C@H]2[C@@H]([C@@H]([C@H](O2)COP(=O)(O)OP(=O)(O)O)O)O.OC1[C@@H](O)[C@@H](O)[C@H](O)[C@H](O1)CO (UDP Man), OC1[C@@H](O)[C@@H](O)[C@H](O)[C@H](O1)CO (Man), OC1[C@@H]([C@@H](O)[C@H](O)[C@H](O1)CO)N (GlcNH2), C1=CN(C(=O)NC1=O)[C@H]2[C@@H]([C@@H]([C@H](O2)COP(=O)(O)OP(=O)(O)O[C@@H]3[C@@H]([C@H]([C@H]([C@H](O3)CO)O)O)O)O)O (UDP-Gal). Yields the product CC(=O)N[C@@H]1[C@H]([C@@H]([C@H](O[C@@H]1OP(=O)(O)OP(=O)(O)OC[C@@H]2[C@H]([C@H]([C@@H](O2)N3C=CC(=O)NC3=O)O)O)CO)O)O (UDP-GlcNAc), C1=CN(C(=O)NC1=O)[C@H]2[C@@H]([C@@H]([C@H](O2)COP(=O)(O)OP(=O)(O)O)O)O.OC1[C@H]([C@@H](O)[C@H](O)[C@H](O1)CO)N (UDP ManNH2), CC(=O)N[C@H]1[C@H]([C@@H]([C@H](O[C@@H]1OP(=O)(O)OP(=O)(O)OC[C@@H]2[C@H]([C@H]([C@@H](O2)N3C=CC(=O)NC3=O)O)O)CO)O)O (UDP-ManNAc), monosaccharides. As a reaction SMILES: [OH:1][CH:2]1[O:9][C@H:8]([CH2:10][OH:11])[C@@H:6]([OH:7])[C@H:4]([OH:5])[C@H:3]1[NH2:12].[CH:13]1[C:19](=[O:20])[NH:18][C:16](=[O:17])[N:15]([C@@H:21]2[O:25][C@H:24]([CH2:26][O:27][P:28]([O:31][P:32]([OH:35])([OH:34])=[O:33])([OH:30])=[O:29])[C@@H:23]([OH:36])[C@H:22]2[OH:37])[CH:14]=1.OC1O[C@H](CO)[C@@H](O)[C@H](O)[C@@H]1O.OC1O[C@H](CO)[C@@H](O)[C@H](O)[C@@H]1O.[CH:62]1[C:68](=[O:69])[NH:67][C:65](=[O:66])[N:64]([C@@H:70]2[O:74][C@H:73]([CH2:75][O:76][P:77]([O:80][P:81]([O:84][C@H:85]3[O:90][C@H:89]([CH2:91][OH:92])[C@H:88]([OH:93])[C@H:87]([OH:94])[C@H:86]3O)([OH:83])=[O:82])([OH:79])=[O:78])[C@@H:72]([OH:96])[C@H:71]2[OH:97])[CH:63]=1>>[CH3:13][C:19]([NH:18][C@H:86]1[C@@H:85]([O:84][P:81]([O:80][P:77]([O:76][CH2:75][C@H:73]2[O:74][C@@H:70]([N:64]3[C:65](=[O:66])[NH:67][C:68](=[O:69])[CH:62]=[CH:63]3)[C@H:71]([OH:97])[C@@H:72]2[OH:96])([OH:79])=[O:78])([OH:83])=[O:82])[O:90][C@H:89]([CH2:91][OH:92])[C@@H:88]([OH:93])[C@@H:87]1[OH:94])=[O:20].[CH:13]1[C:19](=[O:20])[NH:18][C:16](=[O:17])[N:15]([C@@H:21]2[O:25][C@H:24]([CH2:26][O:27][P:28]([O:31][P:32]([OH:34])([OH:35])=[O:33])([OH:30])=[O:29])[C@@H:23]([OH:36])[C@H:22]2[OH:37])[CH:14]=1.[OH:1][CH:2]1[O:9][C@H:8]([CH2:10][OH:11])[C@@H:6]([OH:7])[C@H:4]([OH:5])[C@@H:3]1[NH2:12].[CH3:13][C:19]([NH:18][C@@H:86]1[C@@H:85]([O:84][P:81]([O:80][P:77]([O:76][CH2:75][C@H:73]2[O:74][C@@H:70]([N:64]3[C:65](=[O:66])[NH:67][C:68](=[O:69])[CH:62]=[CH:63]3)[C@H:71]([OH:97])[C@@H:72]2[OH:96])([OH:79])=[O:78])([OH:83])=[O:82])[O:90][C@H:89]([CH2:91][OH:92])[C@@H:88]([OH:93])[C@@H:87]1[OH:94])=[O:20] |f:1.2,6.7|. Procedure details: The synthesis of all other UDP-sugars in Table 6 was carried out using the one-pot three-enzyme system shown in FIG. 9. As shown in Table 6, the one-pot three-enzyme system provided excellent yields for the formation of UDP-Gal (T6-16, 86%), UDP-ManF (T6-27, 92%), and UDP-ManN3 (T6-29, 90%) from the corresponding monosaccharides Gal (T6-1), ManF (T6-12), and ManN3 (T6-14), respectively. Three of the derivatives of UDP-Glc including UDP-2-deoxyGlc (T6-22), UDP-GlcNH2 (T6-23), and UDP-GlcN3 (T6-24... Starting materials: O (water), CC1(C=2C=CC(=CC2C(CC1)(C)C)C=1NC2=CC(=CC=C2C1)C(=O)OC)C (Methyl 2-(5,6,7,8-tetrahydro-5, 5,8,8-tetramethyl-2-naphthyl)-6-indole carboxylate), CI (methyl iodide), [H-].[Na+] (sodium hydride). Run in C1CCOC1 (THF). Conditions: time 2 hour. Yields the product CN1C(=CC2=CC=C(C=C12)C(=O)OC)C1=CC=2C(CCC(C2C=C1)(C)C)(C)C (methyl 1-methyl-2-(5,6,7,8-tetrahydro-5,5,8,8-tetramethyl-2-naphthyl)-6-indole carboxylate). Reaction SMILES: [CH3:1][C:2]1([CH3:27])[CH2:11][CH2:10][C:9]([CH3:13])([CH3:12])[C:8]2[CH:7]=[C:6]([C:14]3[NH:15][C:16]4[C:21]([CH:22]=3)=[CH:20][CH:19]=[C:18]([C:23]([O:25][CH3:26])=[O:24])[CH:17]=4)[CH:5]=[CH:4][C:3]1=2.[H-].[Na+].[CH3:30]I.O>C1COCC1>[CH3:30][N:15]1[C:16]2[C:21](=[CH:20][CH:19]=[C:18]([C:23]([O:25][CH3:26])=[O:24])[CH:17]=2)[CH:22]=[C:14]1[C:6]1[CH:5]=[CH:4][C:3]2[C:2]([CH3:27])([CH3:1])[CH2:11][CH2:10][C:9]([CH3:12])([CH3:13])[C:8]=2[CH:7]=1 |f:1.2|. Procedure details: 1.40 g (3.8 mmol) of the ester produced in Example 13, are dissolved in 20 ml of dry THF, and treated with 0.14 g (4.6 mmol) of sodium hydride (80% in oil). This mixture is stirred for 1 hour, at which point 0.65 g (4.4 mmol) of methyl iodide is added. The resulting mixture is stirred for 2 hours and then poured into water (100 ml) and extracted with dichloromethane (3×100 ml). The organic phase is dried and the solvent evaporated. The resulting residue is recrystallized in hexane, yielding meth... The reactants are CC(C)O, Nc1ccc(Oc2cccc(C(F)(F)F)c2)c(Cl)c1, ClCCCn1ccc2ncnc(Cl)c21. Product: FC(F)(F)c1cccc(Oc2ccc(Nc3ncnc4ccn(CCCCl)c34)cc2Cl)c1. As a reaction SMILES: [CH:34]([OH:35])([CH3:36])[CH3:37].[Cl:15][c:16]1[cH:17][c:18]([NH2:19])[cH:20][cH:21][c:22]1[O:23][c:24]1[cH:25][c:26]([C:30]([F:31])([F:32])[F:33])[cH:27][cH:28][cH:29]1.[Cl:1][c:2]1[c:3]2[c:4]([n:5][cH:6][n:7]1)[cH:8][cH:9][n:10]2[CH2:11][CH2:12][CH2:13][Cl:14]>>[c:2]1([NH:19][c:18]2[cH:17][c:16]([Cl:15])[c:22]([O:23][c:24]3[cH:25][c:26]([C:30]([F:31])([F:32])[F:33])[cH:27][cH:28][cH:29]3)[cH:21][cH:20]2)[c:3]2[c:4]([n:5][cH:6][n:7]1)[cH:8][cH:9][n:10]2[CH2:11][CH2:12][CH2:13][Cl:14]. The reactants are C(Cl)Cl (DCM), COC=1C=C(C=CC1)CC(=O)C1CN(CCC1=O)C(=O)OC(C)(C)C (tert-Butyl 3-(2-(3-methoxyphenyl)acetyl)-4-oxopiperidine-1-carboxylate), [N+](=O)(O)[O-].[N+](=O)(O)[O-].COC=1C=C(C=CC1N1C=NC(=C1)C)NC(=N)N (1-(3-methoxy-4-(4-methyl-1H-imidazol-1-yl)phenyl)guanidine dinitrate), C([O-])([O-])=O.[K+].[K+] (potassium carbonate). The solvent is O (water), C(C)O (ethanol). Product: COC=1C=C(C=CC1N1C=NC(=C1)C)NC=1N=C(C2=C(N1)CCN(C2)C(=O)OC(C)(C)C)CC2=CC(=CC=C2)OC (tert-butyl 2-(3-methoxy-4-(4-methyl-1H-imidazol-1-yl)phenylamino)-4-(3-methoxybenzyl)-7,8-dihydropyrido[4,3-d]pyrimidine-6(5H)-carboxylate). Isolated yield 2.9%. Reaction SMILES: [CH3:1][O:2][C:3]1[CH:4]=[C:5]([CH2:9][C:10]([CH:12]2[C:17](=O)[CH2:16][CH2:15][N:14]([C:19]([O:21][C:22]([CH3:25])([CH3:24])[CH3:23])=[O:20])[CH2:13]2)=O)[CH:6]=[CH:7][CH:8]=1.[N+]([O-])(O)=O.[N+]([O-])(O)=O.[CH3:34][O:35][C:36]1[CH:37]=[C:38]([NH:48][C:49]([NH2:51])=[NH:50])[CH:39]=[CH:40][C:41]=1[N:42]1[CH:46]=[C:45]([CH3:47])[N:44]=[CH:43]1.C(=O)([O-])[O-].[K+].[K+].C(Cl)Cl>C(O)C.O>[CH3:34][O:35][C:36]1[CH:37]=[C:38]([NH:48][C:49]2[N:51]=[C:10]([CH2:9][C:5]3[CH:6]=[CH:7][CH:8]=[C:3]([O:2][CH3:1])[CH:4]=3)[C:12]3[CH2:13][N:14]([C:19]([O:21][C:22]([CH3:25])([CH3:24])[CH3:23])=[O:20])[CH2:15][CH2:16][C:17]=3[N:50]=2)[CH:39]=[CH:40][C:41]=1[N:42]1[CH:46]=[C:45]([CH3:47])[N:44]=[CH:43]1 |f:1.2.3,4.5.6|. Reported procedure: tert-Butyl 3-(2-(3-methoxyphenyl)acetyl)-4-oxopiperidine-1-carboxylate (320 mg, 0.92 mmol), 1-(3-methoxy-4-(4-methyl-1H-imidazol-1-yl)phenyl)guanidine dinitrate (342 mg, 0.92 mmol, example 43a) and potassium carbonate (382 mg, 2.76 mmol) in ethanol (4 mL) was heated in a microwave reactor to 130° C. for 3 hours. DCM and water was added and the organic phases were separated, dried with MgSO4, concentrated and purified by preparative HPLC to afford tert-butyl 2-(3-methoxy-4-(4-methyl-1H-imidazol-1... Reactants: S(=O)(=O)([O-])C(F)(F)C(F)(F)C(F)(F)C(F)(F)F.[K+] (potassium nonaflate), S(=O)(=O)(O)[O-].CC1=CC=C(C=C1)[I+]C1=CC=C(C=C1)CC(C)C ((4-methylphenyl)(4′-isobutylphenyl)iodonium hydrogensulfate), C(Cl)Cl (methylene chloride). The solvent is O (water), CO (methanol). Run at time 1 hour. Yields the product S(=O)(=O)([O-])C(F)(F)C(F)(F)C(F)(F)C(F)(F)F.CC1=CC=C(C=C1)[I+]C1=CC=C(C=C1)CC(C)C ((4-methylphenyl)(4′-isobutylphenyl)iodonium nonaflate). Isolated yield 34.6%. Reaction SMILES: [S:1]([C:5]([C:8]([C:11]([C:14]([F:17])([F:16])[F:15])([F:13])[F:12])([F:10])[F:9])([F:7])[F:6])([O-:4])(=[O:3])=[O:2].[K+].S([O-])(O)(=O)=O.[CH3:24][C:25]1[CH:30]=[CH:29][C:28]([I+:31][C:32]2[CH:37]=[CH:36][C:35]([CH2:38][CH:39]([CH3:41])[CH3:40])=[CH:34][CH:33]=2)=[CH:27][CH:26]=1.C(Cl)Cl>O.CO>[S:1]([C:5]([C:8]([C:11]([C:14]([F:15])([F:16])[F:17])([F:12])[F:13])([F:10])[F:9])([F:7])[F:6])([O-:4])(=[O:3])=[O:2].[CH3:24][C:25]1[CH:26]=[CH:27][C:28]([I+:31][C:32]2[CH:37]=[CH:36][C:35]([CH2:38][CH:39]([CH3:41])[CH3:40])=[CH:34][CH:33]=2)=[CH:29][CH:30]=1 |f:0.1,2.3,7.8|. Reported procedure: 4.5 g of potassium nonaflate is suspended in 15 ml of water. To the solution is added 4.93 g of the crude (4-methylphenyl)(4′-isobutylphenyl)iodonium hydrogensulfate dissolved in 10 ml of methanol. The mixture is stirred for 1 hour at room temperature. 15 ml of methylene chloride is added to the solution and stirred overnight at room temperature. The product is extracted with methylene chloride and the organic layer is washed with water, dried over MgSO4, and concentrated. The residue is purifie... The reactants are FC(C=1C=CC2=C(N=C(O2)C2=C(C=NC=C2)N2C(C=3C(C2=O)=CC=CC3)=O)C1)(F)F (N-{4-[5-(trifluoromethyl)benzoxazole-2-yl]pyridin-3-yl}phthalimide), O.NN (hydrazine monohydrate). The solvent is C(C)O (ethanol), C(C)O (ethanol). Reaction conditions: time 1.5 hour. Product: NC=1C=NC=CC1C=1OC2=C(N1)C=C(C=C2)C(F)(F)F (2-(3-aminopyridin-4-yl)-5-(trifluoromethyl)benzoxazole). The yield is 67.9%. RXN SMILES: [F:1][C:2]([F:30])([F:29])[C:3]1[CH:4]=[CH:5][C:6]2[O:10][C:9]([C:11]3[CH:16]=[CH:15][N:14]=[CH:13][C:12]=3[N:17]3C(=O)C4=CC=CC=C4C3=O)=[N:8][C:7]=2[CH:28]=1.O.NN>C(O)C>[NH2:17][C:12]1[CH:13]=[N:14][CH:15]=[CH:16][C:11]=1[C:9]1[O:10][C:6]2[CH:5]=[CH:4][C:3]([C:2]([F:30])([F:29])[F:1])=[CH:28][C:7]=2[N:8]=1 |f:1.2|. Procedure: To a mixture of 0.41 g of N-{4-[5-(trifluoromethyl)benzoxazole-2-yl]pyridin-3-yl}phthalimide and 5 ml of ethanol, 0.3 ml of hydrazine monohydrate was added and stirred at room temperature for 1.5 hours. To the reaction mixture, ethanol was added and filtrated, and the filtrate was concentrated. The residue was diluted with ethyl acetate, and washed with water and then with a saturated sodium chloride solution. The organic layer was dried over anhydrous magnesium sulfate, and then concentrated un... Reactants: N1CCOCC1 (morpholine), N1CCOCC1 (morpholine), 5-bromo-but-2-enoyl chloride, acid chloride, NC=1C=C2C(=C(C=NC2=CC1OC)C#N)NC1=CC(=C(C=C1)F)Br (6-amino-4-[(3-bromo-4-fluorophenyl)amino]-7-methoxy-3-quinolinecarbonitrile), C(C)(C)N(C(C)C)CC (N,N-diisopropylethylamine), C([O-])(O)=O.[Na+] (sodium bicarbonate), BrCC=CC(=O)O[Si](C)(C)C (trimethylsilyl 4-bromo-but-2-enoate), C(C(=O)Cl)(=O)Cl (oxalyl chloride). Reagents/catalysts: CN(C)C=O (DMF). The solvent is C1CCOC1 (THF), C1CCOC1 (THF), C(Cl)Cl (methylene chloride). Reaction conditions: temperature 0 celsius, time 3 hour. Product: BrC=1C=C(C=CC1F)NC1=C(C=NC2=CC(=C(C=C12)NC(C=CCN1CCOCC1)=O)OC)C#N (N-{4-[(3-Bromo-4-fluorophenyl)amino]-3-cyano-7-methoxy-6-quinolinyl}-4-morpholino-2-butenamide). Isolated yield 25.7%. Reaction SMILES: Br[CH2:2][CH:3]=[CH:4][C:5]([O:7][Si](C)(C)C)=O.C(Cl)(=O)C(Cl)=O.[NH2:18][C:19]1[CH:20]=[C:21]2[C:26](=[CH:27][C:28]=1[O:29][CH3:30])[N:25]=[CH:24][C:23]([C:31]#[N:32])=[C:22]2[NH:33][C:34]1[CH:39]=[CH:38][C:37]([F:40])=[C:36]([Br:41])[CH:35]=1.C(N(CC)C(C)C)(C)C.[NH:51]1[CH2:56][CH2:55][O:54][CH2:53][CH2:52]1.C(=O)(O)[O-].[Na+]>CN(C=O)C.C1COCC1.C(Cl)Cl>[Br:41][C:36]1[CH:35]=[C:34]([NH:33][C:22]2[C:21]3[C:26](=[CH:27][C:28]([O:29][CH3:30])=[C:19]([NH:18][C:5](=[O:7])[CH:4]=[CH:3][CH2:2][N:51]4[CH2:56][CH2:55][O:54][CH2:53][CH2:52]4)[CH:20]=3)[N:25]=[CH:24][C:23]=2[C:31]#[N:32])[CH:39]=[CH:38][C:37]=1[F:40] |f:5.6|. Procedure: Made 2.07 mmol of 5-bromo-but-2-enoyl chloride by mixing 363 μl (2.07 mmol) trimethylsilyl 4-bromo-but-2-enoate, 8 ml methylene chloride, 270 μl (3.10 mmol) oxalyl chloride and 2 drops of DMF. Removed solvent when bubbling subsided and dissolved in 10 ml THF. The acid chloride solution was added to a mixture of 800 mg A (2.07 mmol) 6-amino-4-[(3-bromo-4-fluorophenyl)amino]-7-methoxy-3-quinolinecarbonitrile, 50 ml THF, and 721 μl (4.14 mmol) N,N-diisopropylethylamine chilled to 0° C. under N2. At...